From a dataset of the Open Reaction Database (ORD), a public repository of structured organic reaction records. describe an organic reaction: reactants, conditions, products, and yield Reactants: COc1ccc2c(OC(C)CO)ccnc2c1, COc1ccc2c(OCC(C)O)ccnc2c1, ClCCl, BrP(Br)Br. The product is COc1ccc2c(OC(C)CBr)ccnc2c1. As a reaction SMILES: [CH3:18][O:19][c:20]1[cH:21][cH:22][c:23]2[c:24]([O:30][CH:31]([CH2:32][OH:33])[CH3:34])[cH:25][cH:26][n:27][c:28]2[cH:29]1.[CH3:1][O:2][c:3]1[cH:4][c:5]2[c:6]([c:7]([O:8][CH2:9][CH:10]([OH:11])[CH3:12])[cH:13][cH:14][n:15]2)[cH:16][cH:17]1.[Cl:39][CH2:40][Cl:41].[P:35]([Br:36])([Br:37])[Br:38]>>[CH3:18][O:19][c:20]1[cH:21][cH:22][c:23]2[c:24]([O:30][CH:31]([CH2:32][Br:36])[CH3:34])[cH:25][cH:26][n:27][c:28]2[cH:29]1. Starting materials: FC(C(=O)O)(F)F (trifluoroacetic acid), C(C)(C)(C)OC(=O)N1CCN(CC1)C(C(=O)OC)(C(=O)OC)CNS(=O)(=O)C1=CC=C(C=C1)OCC#CC (dimethyl 2-(4-tert-butoxycarbonylpiperazin-1-yl)-2-[(4-but-2-ynyloxybenzenesulfonylamino)methyl]malonate), C(O)([O-])=O.[Na+] (sodium hydrogen carbonate). Solvent: ClCCl (dichloromethane). Reaction conditions: time 24 hour. Yields the product C(C#CC)OC1=CC=C(C=C1)S(=O)(=O)NCC(C(=O)OC)(C(=O)OC)N1CCNCC1 (dimethyl 2-[(4-but-2-ynyloxybenzenesulfonylamino)methyl]-2-piperazin-1-ylmalonate). Yield: 93.7%. RXN SMILES: FC(F)(F)C(O)=O.C(OC([N:15]1[CH2:20][CH2:19][N:18]([C:21]([CH2:30][NH:31][S:32]([C:35]2[CH:40]=[CH:39][C:38]([O:41][CH2:42][C:43]#[C:44][CH3:45])=[CH:37][CH:36]=2)(=[O:34])=[O:33])([C:26]([O:28][CH3:29])=[O:27])[C:22]([O:24][CH3:25])=[O:23])[CH2:17][CH2:16]1)=O)(C)(C)C.C(=O)([O-])O.[Na+]>ClCCl>[CH2:42]([O:41][C:38]1[CH:39]=[CH:40][C:35]([S:32]([NH:31][CH2:30][C:21]([N:18]2[CH2:17][CH2:16][NH:15][CH2:20][CH2:19]2)([C:22]([O:24][CH3:25])=[O:23])[C:26]([O:28][CH3:29])=[O:27])(=[O:34])=[O:33])=[CH:36][CH:37]=1)[C:43]#[C:44][CH3:45] |f:2.3|. Procedure: 2.8 ml of trifluoroacetic acid are added to a solution of 2.1 g (4 mmol) of dimethyl 2-(4-tert-butoxycarbonylpiperazin-1-yl)-2-[(4-but-2-ynyloxybenzenesulfonylamino)methyl]malonate diluted in 30 ml of dichloromethane. After stirring at ambient temperature for 24 h, a saturated aqueous solution of sodium hydrogen carbonate is added to pH=8 and the reaction medium is extracted with dichloromethane. The organic phases are combined, washed with water, dried over magnesium sulfate, and then filtered ... Starting materials: CCOC(=O)Cl, CN1CCCCC1=C1c2ccccc2CC(=O)c2sccc21, c1ccccc1. Product: CCOC(=O)N1CCCCC1=C1c2ccccc2CC(=O)c2sccc21. Reaction SMILES: [CH2:23]([CH3:24])[O:25][C:26](=[O:27])[Cl:28].[CH3:1][N:2]1[C:3](=[C:8]2[c:9]3[c:10]([cH:19][cH:20][cH:21][cH:22]3)[CH2:11][C:12](=[O:18])[c:13]3[s:14][cH:15][cH:16][c:17]32)[CH2:4][CH2:5][CH2:6][CH2:7]1.[cH:29]1[cH:30][cH:31][cH:32][cH:33][cH:34]1>>[N:2]1([C:26]([O:25][CH2:23][CH3:24])=[O:27])[C:3](=[C:8]2[c:9]3[c:10]([cH:19][cH:20][cH:21][cH:22]3)[CH2:11][C:12](=[O:18])[c:13]3[s:14][cH:15][cH:16][c:17]32)[CH2:4][CH2:5][CH2:6][CH2:7]1. Reactants: C[C@@H]1CC[C@H](CC1)NC(CC1=CC(=C(C=C1)OCCCl)OC)=O (N-(trans-4-methylcyclohexyl)-2-[4-(2-chloroethoxy)-3-methoxyphenyl]acetamide), CNC (dimethylamine). Solvent: CC(=O)CC(C)C (methylisobutylketone). Product: C[C@@H]1CC[C@H](CC1)NC(CC1=CC(=C(C=C1)OCCN(C)C)OC)=O (N-(trans-4-methylcyclohexyl)-2-[4-(2-dimethylaminoethoxy)-3-methoxyphenyl]acetamide). Reaction SMILES: [CH3:1][C@H:2]1[CH2:7][CH2:6][C@H:5]([NH:8][C:9](=[O:23])[CH2:10][C:11]2[CH:16]=[CH:15][C:14]([O:17][CH2:18][CH2:19]Cl)=[C:13]([O:21][CH3:22])[CH:12]=2)[CH2:4][CH2:3]1.[CH3:24][NH:25][CH3:26]>CC(CC(C)C)=O>[CH3:1][C@H:2]1[CH2:7][CH2:6][C@H:5]([NH:8][C:9](=[O:23])[CH2:10][C:11]2[CH:16]=[CH:15][C:14]([O:17][CH2:18][CH2:19][N:25]([CH3:26])[CH3:24])=[C:13]([O:21][CH3:22])[CH:12]=2)[CH2:4][CH2:3]1. Reported procedure: Using 1.38 g of N-(trans-4-methylcyclohexyl)-2-[4-(2-chloroethoxy)-3-methoxyphenyl]acetamide (Example 128), 50 ml of methylisobutylketone, and 40 ml of 50% aqueous dimethylamine solution, a reaction similar to that conducted in Example 107 was carried out. As a result, 1.08 g of N-(trans-4-methylcyclohexyl)-2-[4-(2-dimethylaminoethoxy)-3-methoxyphenyl]acetamide (a compound of the present invention) was obtained as pale yellowish white crystal, which had the following physiochemical properties: Starting materials: CC=1N(C=CN1)C1=CC=C(N)C=C1 (4-(2-methyl-1H-imidazol-1-yl)aniline), C(C)OC=CC(=O)Cl (3-ethoxyacryloyl chloride). Run in N1=CC=CC=C1 (pyridine). Run at temperature 0 celsius, time 8 hour. Product: C(C)OC=CC(=O)NC1=CC=C(C=C1)N1C(=NC=C1)C (3-ethoxy-N-[4-(2-methyl-1H-imidazol-1-yl)phenyl]acrylamide). Isolated yield 92.1%. RXN SMILES: [CH3:1][C:2]1[N:3]([C:7]2[CH:13]=[CH:12][C:10]([NH2:11])=[CH:9][CH:8]=2)[CH:4]=[CH:5][N:6]=1.[CH2:14]([O:16][CH:17]=[CH:18][C:19](Cl)=[O:20])[CH3:15]>N1C=CC=CC=1>[CH2:14]([O:16][CH:17]=[CH:18][C:19]([NH:11][C:10]1[CH:12]=[CH:13][C:7]([N:3]2[CH:4]=[CH:5][N:6]=[C:2]2[CH3:1])=[CH:8][CH:9]=1)=[O:20])[CH3:15]. Procedure: 4-(2-methyl-1H-imidazol-1-yl)aniline (40.7 g, 232 mmol; RN: 74852-81-6, Maybridge, J. Med. Chem., 48(6), 1729-1744; 2005) was dissolved in dry pyridine (290 mL), 3-ethoxyacryloyl chloride (36.1 g, 268 mmol) was then added dropwise at 0°/−10° C. The resulting mixture was stirred at 0° C. for 2 hours and at r.t. overnight. The reaction mixture was quenched with 100 mL of water, and pyridine was distilled i.v., the residue was taken up with water and the pH was adjusted to pH=10, by adding K2CO3, t... Starting materials: CN(C1CCC=2NC3=CC=C(C=C3C2C1)C(=O)OCC)C (3-(Dimethylamino)-6-ethoxycarbonyl-1,2,3,4-tetrahydrocarbazole), O1CCCC1 (tetrahydrofuran), C(C)(=O)OCC (Ethyl acetate), O1CCCC1 (tetrahydrofuran), [H-].[Al+3].[Li+].[H-].[H-].[H-] (lithium aluminum hydride). Solvent: O (water). Conditions: time 1 hour. The product is CN(C1CCC=2NC3=CC=C(C=C3C2C1)CO)C (3-(Dimethylamino)-6-hydroxymethyl-1,2,3,4-tetrahydrocarbazole). As a reaction SMILES: [CH3:1][N:2]([CH3:21])[CH:3]1[CH2:15][C:14]2[C:13]3[C:8](=[CH:9][CH:10]=[C:11]([C:16](OCC)=[O:17])[CH:12]=3)[NH:7][C:6]=2[CH2:5][CH2:4]1.O1CCCC1.[H-].[Al+3].[Li+].[H-].[H-].[H-].C(OCC)(=O)C>O>[CH3:1][N:2]([CH3:21])[CH:3]1[CH2:15][C:14]2[C:13]3[C:8](=[CH:9][CH:10]=[C:11]([CH2:16][OH:17])[CH:12]=3)[NH:7][C:6]=2[CH2:5][CH2:4]1 |f:2.3.4.5.6.7|. Procedure details: A solution of 12.8 g. of 3-(dimethylamino)-6-ethoxycarbonyl-1,2,3,4-tetrahydrocarbazole (Example 43) in 350 ml. of dry tetrahydrofuran was added dropwise to a refluxing solution of 3.5 g. of lithium aluminum hydride in 100 ml. of dry tetrahydrofuran and refluxing was continued for one hour after completion of the addition. Ethyl acetate was added followed by water, the mixture was filtered, and the filtrate was evaporated to dryness to give, after recrystallization from ethyl alcohol, 6.4 g. of ... The reactants are C(C)(=O)N1CCC(CC1)OCCO (N-Acetyl-4-(2-hydroxyethoxy)piperidine), OC1=CC=C(C(=O)N)C=C1 (4-hydroxybenzamide), N(=NC(=O)OCC)C(=O)OCC (diethyl azodicarboxylate), C1(=CC=CC=C1)P(C1=CC=CC=C1)C1=CC=CC=C1 (triphenylphosphine). Solvent: O1CCCC1 (tetrahydrofuran). The product is C(C)(=O)N1CCC(CC1)OCCOC1=CC=C(C(=O)N)C=C1 (4-[2-(N-acetyl-4-piperidyloxy)ethoxy]benzamide). Isolated yield 44.0%. Reaction SMILES: [C:1]([N:4]1[CH2:9][CH2:8][CH:7]([O:10][CH2:11][CH2:12][OH:13])[CH2:6][CH2:5]1)(=[O:3])[CH3:2].O[C:15]1[CH:23]=[CH:22][C:18]([C:19]([NH2:21])=[O:20])=[CH:17][CH:16]=1.N(C(OCC)=O)=NC(OCC)=O.C1(P(C2C=CC=CC=2)C2C=CC=CC=2)C=CC=CC=1>O1CCCC1>[C:1]([N:4]1[CH2:5][CH2:6][CH:7]([O:10][CH2:11][CH2:12][O:13][C:15]2[CH:23]=[CH:22][C:18]([C:19]([NH2:21])=[O:20])=[CH:17][CH:16]=2)[CH2:8][CH2:9]1)(=[O:3])[CH3:2]. Procedure: N-Acetyl-4-(2-hydroxyethoxy)piperidine (1.0 g.), 4-hydroxybenzamide (0.82 g.), diethyl azodicarboxylate (1.12 g.) and triphenylphosphine (1.68 g.) in tetrahydrofuran (30 ml.) were stirred at room temperature for 66 hours. The precipitated solid was collected and dried to give 4-[2-(N-acetyl-4-piperidyloxy)ethoxy]benzamide (0.72 g.), m.p. 154°-155° C. Starting materials: [BH3-]C#N, CC(=O)O, CO, COc1ccc(F)c2c1CC(NC1CCC1)CO2, [Na+]. The product is CCCN(C1CCC1)C1COc2c(F)ccc(OC)c2C1. RXN SMILES: [C:19]([BH3-:20])#[N:21].[CH3:23][C:24](=[O:25])[OH:26].[CH3:27][OH:28].[CH:1]1([NH:5][CH:6]2[CH2:7][O:8][c:9]3[c:10]([c:12]([O:17][CH3:18])[cH:13][cH:14][c:15]3[F:16])[CH2:11]2)[CH2:2][CH2:3][CH2:4]1.[Na+:22]>>[CH:1]1([N:5]([CH:6]2[CH2:7][O:8][c:9]3[c:10]([c:12]([O:17][CH3:18])[cH:13][cH:14][c:15]3[F:16])[CH2:11]2)[CH2:19][CH2:24][CH3:23])[CH2:2][CH2:3][CH2:4]1.